From a dataset of the Open Reaction Database (ORD), a public repository of structured organic reaction records. describe an organic reaction: reactants, conditions, products, and yield The reactants are [Si](C)(C)(C(C)(C)C)N1C(C(C1SC(C1=CC=CC=C1)(C1=CC=CC=C1)C1=CC=CC=C1)C(CC)=O)=O (1-t-butyldimethylsilyl-3-proprionyl-4-tritylthio-2-azetidinone), [BH4-].[Na+] (sodium borohydride). Run in C1CCOC1 (THF). The product is [Si](C)(C)(C(C)(C)C)N1C(CC1SC(C1=CC=CC=C1)(C1=CC=CC=C1)C1=CC=CC=C1)=O (1-t-butyldimethylsilyl-4-tritylthio-2-azetidinone). Isolated yield 47.0%. Reaction SMILES: [Si:1]([N:8]1[CH:11]([S:12][C:13]([C:26]2[CH:31]=[CH:30][CH:29]=[CH:28][CH:27]=2)([C:20]2[CH:25]=[CH:24][CH:23]=[CH:22][CH:21]=2)[C:14]2[CH:19]=[CH:18][CH:17]=[CH:16][CH:15]=2)[CH:10](C(=O)CC)[C:9]1=[O:36])([C:4]([CH3:7])([CH3:6])[CH3:5])([CH3:3])[CH3:2].[BH4-].[Na+]>C1COCC1>[Si:1]([N:8]1[CH:11]([S:12][C:13]([C:26]2[CH:31]=[CH:30][CH:29]=[CH:28][CH:27]=2)([C:20]2[CH:25]=[CH:24][CH:23]=[CH:22][CH:21]=2)[C:14]2[CH:15]=[CH:16][CH:17]=[CH:18][CH:19]=2)[CH2:10][C:9]1=[O:36])([C:4]([CH3:7])([CH3:6])[CH3:5])([CH3:3])[CH3:2] |f:1.2|. Procedure details: A solution of 1-t-butyldimethylsilyl-3-proprionyl-4-tritylthio-2-azetidinone (26 g, 50 mmol) and sodium borohydride (7.6 g, 200 mmol) in THF (400 ml) was stirred at room temperature for 18 h. It was poured onto ice-HCl (1N) (pH 6) and extracted with ether. The acidic phase was extracted several times with ether and the combined ether solution was washed with brine, dried (Na2SO4) and evaporated to give an amorphous solid, 25.0 g. This crude product was chromatographed on SiO2 (ACT. 1, 400 g) and... Reactants: Cl (hydrogen chloride), O1CCOCC1 (dioxane), FC=1C=CC(=NC1)C(=O)NC=1C=CC(=C(C1)C12N=C(SCC1COC2)NC(OC(C)(C)C)=O)F (tert-butyl 7a-(5-(5-fluoropicolinamido)-2-fluorophenyl)-4a,5,7,7a-tetrahydro-4H-furo[3,4-d][1,3]thiazin-2-ylcarbamate). Run at time 2 day. Yields the product Cl.NC=1SC[C@H]2[C@@](N1)(COC2)C=2C=C(C=CC2F)NC(C2=NC=C(C=C2)F)=O (N-(3-((4aS,7aS)-2-Amino-4a,5,7,7a-tetrahydro-4H-furo[3,4-d][1,3]thiazin-7a-yl)-4-fluorophenyl)-5-fluoropicolinamide hydrochloride). As a reaction SMILES: [ClH:1].O1CCOCC1.[F:8][C:9]1[CH:10]=[CH:11][C:12]([C:15]([NH:17][C:18]2[CH:19]=[CH:20][C:21]([F:41])=[C:22]([C:24]34[CH2:32][O:31][CH2:30][CH:29]3[CH2:28][S:27][C:26]([NH:33]C(=O)OC(C)(C)C)=[N:25]4)[CH:23]=2)=[O:16])=[N:13][CH:14]=1>>[ClH:1].[NH2:33][C:26]1[S:27][CH2:28][C@@H:29]2[CH2:30][O:31][CH2:32][C@:24]2([C:22]2[CH:23]=[C:18]([NH:17][C:15](=[O:16])[C:12]3[CH:11]=[CH:10][C:9]([F:8])=[CH:14][N:13]=3)[CH:19]=[CH:20][C:21]=2[F:41])[N:25]=1 |f:3.4|. Procedure: A solution of 4M hydrogen chloride in dioxane (834.8 μL; 3.3 mmol) is added to tert-butyl 7a-(5-(5-fluoropicolinamido)-2-fluorophenyl)-4a,5,7,7a-tetrahydro-4H-furo[3,4-d][1,3]thiazin-2-ylcarbamate (91 mg; 167.0 μmol) and stirred at ambient temperature. After 2 days, the reaction mixture is concentrated in vacuo. The residue is dissolved in minimal dichloromethane and methanol. Ether and hexane are added. The product is precipitated as the salt which is separated from the mother liquor by centrif... Starting materials: [OH-].[Na+] (sodium hydroxide), COC(CC1=C(C=C(C=C1)C1=C(C=C(C=C1)C(CC)(C1=CC(=C(C=C1)CCC1(CCCC1)O)C)CC)C)F)=O ([4′-(1-ethyl-1-{4-[2-(1-hydroxy-cyclopentyl)-ethyl]-3-methyl-phenyl}-propyl)-3-fluoro-2′-methyl-biphenyl-4-yl]-acetic acid methyl ester), [Cl-].[NH4+] (ammonium chloride). Run in CO (methanol). Conditions: time 5 hour. Yields the product C(C)C(CC)(C1=CC(=C(C=C1)CCC1(CCCC1)O)C)C1=CC(=C(C=C1)C1=CC(=C(C=C1)CC(=O)O)F)C ([4′-(1-ethyl-1-{4-[2-(1-hydroxy-cyclopentyl)-ethyl]-3-methyl-phenyl}-propyl)-3-fluoro-2′-methyl-biphenyl-4-yl]-acetic Acid). Isolated yield 115.5%. As a reaction SMILES: [OH-].[Na+].C[O:4][C:5](=[O:41])[CH2:6][C:7]1[CH:12]=[CH:11][C:10]([C:13]2[CH:18]=[CH:17][C:16]([C:19]([CH2:37][CH3:38])([C:22]3[CH:27]=[CH:26][C:25]([CH2:28][CH2:29][C:30]4([OH:35])[CH2:34][CH2:33][CH2:32][CH2:31]4)=[C:24]([CH3:36])[CH:23]=3)[CH2:20][CH3:21])=[CH:15][C:14]=2[CH3:39])=[CH:9][C:8]=1[F:40].[Cl-].[NH4+]>CO>[CH2:20]([C:19]([C:16]1[CH:17]=[CH:18][C:13]([C:10]2[CH:11]=[CH:12][C:7]([CH2:6][C:5]([OH:41])=[O:4])=[C:8]([F:40])[CH:9]=2)=[C:14]([CH3:39])[CH:15]=1)([C:22]1[CH:27]=[CH:26][C:25]([CH2:28][CH2:29][C:30]2([OH:35])[CH2:34][CH2:33][CH2:32][CH2:31]2)=[C:24]([CH3:36])[CH:23]=1)[CH2:37][CH3:38])[CH3:21] |f:0.1,3.4|. Reported procedure: A 2 N sodium hydroxide aqueous solution (0.07 mL) was added to a solution of [4′-(1-ethyl-1-{4-[2-(1-hydroxy-cyclopentyl)-ethyl]-3-methyl-phenyl}-propyl)-3-fluoro-2′-methyl-biphenyl-4-yl]-acetic acid methyl ester (Example 112-(1); 25.8 mg, 0.0486 mmol) in methanol (1.6 mL), and the mixture was stirred for five hours. A saturated aqueous ammonium chloride solution was added to the reaction mixture, followed by extraction with ethyl acetate. The organic layer was washed with water, dried over anhy... The reactants are C=1(C(=CC(=CC1)S(=O)(=O)O)S(=O)(=O)O)C (toluene-2,4-disulfonic acid), [N+](=O)([O-])C1=CC=CC=C1 (nitrobenzene). Product: [N+](=O)([O-])C1=C(C=CC=C1)C1=CC=CC=C1 (mononitrobiphenyl). Yield: 87.0%. Reaction SMILES: [C:1]1(C)[C:2](S(O)(=O)=O)=[CH:3][C:4](S(O)(=O)=O)=[CH:5][CH:6]=1.[N+:16]([C:19]1[CH:24]=[CH:23][CH:22]=[CH:21][CH:20]=1)([O-:18])=[O:17]>>[N+:16]([C:19]1[CH:24]=[CH:23][CH:22]=[CH:21][C:20]=1[C:1]1[CH:2]=[CH:3][CH:4]=[CH:5][CH:6]=1)([O-:18])=[O:17]. Reported procedure: 5 parts of toluene-2,4-disulfonic acid was adsorbed to 6 parts of diatomaceous earth the same as in Example 1 to prepare solid catalyst. The solid catalyst was added to 300 parts of nitrobenzene and heated at a temperature not exceeding 120°C under reduced pressure to remove water as an azeotropic mixture with nitrobenzene. Thus 100 parts of nitrobenzene was distilled off with water. Thereafter, 15 parts of biphenyl was added to the dried mixture and one part of fuming nitric acid was added drop... Reactants: CC=1C=C(C=O)C=C(C1O)C (3,5-dimethyl-4-hydroxybenzaldehyde), C1(=CC=CC=C1)P(C1=CC=CC=C1)C1=CC=CC=C1 (triphenylphosphine), CC(C)OC(=O)/N=N/C(=O)OC(C)C (DIAD), C1(CCCCC1)C=1OC(=C(N1)CCO)C (2-(2-cyclohexyl-5-methyl-oxazol-4-yl)-ethanol). The solvent is C1(=CC=CC=C1)C (toluene). Reaction conditions: time 2 hour. Product: C1(CCCCC1)C=1OC(=C(N1)CCOC1=C(C=C(C=O)C=C1C)C)C (4-[2-(2-Cyclohexyl-5-methyl-oxazol-4-yl)-ethoxy]-3,5-dimethyl-benzaldehyde). RXN SMILES: [CH:1]1([C:7]2[O:8][C:9]([CH3:15])=[C:10]([CH2:12][CH2:13][OH:14])[N:11]=2)[CH2:6][CH2:5][CH2:4][CH2:3][CH2:2]1.[CH3:16][C:17]1[CH:18]=[C:19]([CH:22]=[C:23]([CH3:26])[C:24]=1O)[CH:20]=[O:21].C1(P(C2C=CC=CC=2)C2C=CC=CC=2)C=CC=CC=1.CC(OC(/N=N/C(OC(C)C)=O)=O)C>C1(C)C=CC=CC=1>[CH:1]1([C:7]2[O:8][C:9]([CH3:15])=[C:10]([CH2:12][CH2:13][O:14][C:24]3[C:23]([CH3:26])=[CH:22][C:19]([CH:20]=[O:21])=[CH:18][C:17]=3[CH3:16])[N:11]=2)[CH2:2][CH2:3][CH2:4][CH2:5][CH2:6]1. Procedure: 0.400 g of the above prepared 2-(2-cyclohexyl-5-methyl-oxazol-4-yl)-ethanol (1.91 mmol) was dissolved in 10 ml of toluene and treated successively at 0° C. with 0.287 g of 3,5-dimethyl-4-hydroxybenzaldehyde (1.91 mmol), 0.501 g of triphenylphosphine (1.91 mmol), and 0.387 g (1.91 mmol) of DIAD. The cooling bath was then removed and stirring continued for 2 h. Pouring onto crashed ice, twofold extraction with AcOEt, washing with dil. NaOH and water, drying over sodium sulfate, and evaporation of ... Starting materials: COC(=O)c1cc(Cl)cn1NCc1ccc(Cl)cc1, COC(=O)CC(=O)Cl. Product: COC(=O)CC(=O)N(Cc1ccc(Cl)cc1)n1cc(Cl)cc1C(=O)OC. As a reaction SMILES: [CH3:1][O:2][C:3](=[O:4])[c:5]1[n:6]([NH:11][CH2:12][c:13]2[cH:14][cH:15][c:16]([Cl:19])[cH:17][cH:18]2)[cH:7][c:8]([Cl:10])[cH:9]1.[CH3:20][O:21][C:22]([CH2:23][C:24](=[O:25])[Cl:26])=[O:27]>>[CH3:1][O:2][C:3](=[O:4])[c:5]1[n:6]([N:11]([CH2:12][c:13]2[cH:14][cH:15][c:16]([Cl:19])[cH:17][cH:18]2)[C:24]([CH2:23][C:22]([O:21][CH3:20])=[O:27])=[O:25])[cH:7][c:8]([Cl:10])[cH:9]1.